From a dataset of the Open Reaction Database (ORD), a public repository of structured organic reaction records. describe an organic reaction: reactants, conditions, products, and yield Starting materials: OC1=CC=C(C=C1)C=1SC2=C(C1C(C1=CC=CC=C1)=O)C=CC(=C2)O (2-(4-hydroxyphenyl)-3-benzoyl-6-hydroxybenzothiophene), ClC1=CC(=CC=C1)C(=O)OO (m-chloroperbenzoic acid). The solvent is C(C)(=O)OCC (ethyl acetate). Run at temperature 0 celsius, time 8 hour. Yields the product OC1=CC=C(C=C1)C=1S(C2=C(C1C(C1=CC=CC=C1)=O)C=CC(=C2)O)=O (2-(4-Hydroxyphenyl)-3-benzoyl-6-hydroxybenzothiophene-1-oxide). The yield is 19.0%. Reaction SMILES: [OH:1][C:2]1[CH:7]=[CH:6][C:5]([C:8]2[S:9][C:10]3[CH:24]=[C:23]([OH:25])[CH:22]=[CH:21][C:11]=3[C:12]=2[C:13](=[O:20])[C:14]2[CH:19]=[CH:18][CH:17]=[CH:16][CH:15]=2)=[CH:4][CH:3]=1.ClC1C=CC=C(C(OO)=[O:34])C=1>C(OCC)(=O)C>[OH:1][C:2]1[CH:3]=[CH:4][C:5]([C:8]2[S:9](=[O:34])[C:10]3[CH:24]=[C:23]([OH:25])[CH:22]=[CH:21][C:11]=3[C:12]=2[C:13](=[O:20])[C:14]2[CH:19]=[CH:18][CH:17]=[CH:16][CH:15]=2)=[CH:6][CH:7]=1. Procedure details: A mixture of 1.0 gram (3.26 mmoles) of 2-(4-hydroxyphenyl)-3-benzoyl-6-hydroxybenzothiophene in 50 ml. of ethyl acetate was prepared and cooled to 0° C. The mixture was stirred, and 620 mg. (3.59 mmoles) of m-chloroperbenzoic acid were added. The mixture was stirred for one hour and then was allowed to stand overnight under refrigeration. The product was chromatographed rapidly over silica gel in a fritted glass funnel, elution being carried out with a 7:3 mixture of benzene and ethyl acetate fo... Starting materials: polyvinyl alcohol, oxethylation product, aqueous solution, polyvinyl alcohol, aqueous solution, S(=O)(=O)([O-])OOS(=O)(=O)[O-].[NH4+].[NH4+] (ammonium persulfate), C=C (ethylene), C(C)(=O)OC=C (vinyl acetate), S(=O)(=O)([O-])OOS(=O)(=O)[O-].[NH4+].[NH4+] (ammonium persulfate), C(=C)OC(CCl)=O (monochloroacetic acid vinyl ester), S(=O)([O-])OS(=O)[O-].[Na+].[Na+] (sodium disulfite), C1CO1 (ethylene oxide), C(CCCCCCCCCCCCCCCCC)O (stearyl alcohol). Run in O (water), O (water), O (water), O (water), O (water). Reaction conditions: temperature 60 celsius. Product: C(C)(=O)OC=C.C(=C)OC(CCl)=O.C=C (vinyl acetate monochloroacetic acid vinyl ester ethylene). Reaction SMILES: [CH2:1](O)[CH2:2]CCCCCCCCCCCCCCCC.C1OC1.S(OS([O-])=O)([O-])=O.[Na+].[Na+].[CH:32]([O:34][C:35](=[O:38])[CH2:36][Cl:37])=[CH2:33].C(OC=C)(=O)C.S(OOS([O-])(=O)=O)([O-])(=O)=O.[NH4+].[NH4+].C=C>O>[C:35]([O:34][CH:32]=[CH2:33])(=[O:38])[CH3:36].[CH:32]([O:34][C:35](=[O:38])[CH2:36][Cl:37])=[CH2:33].[CH2:1]=[CH2:2] |f:2.3.4,7.8.9,12.13.14|. Procedure details: A polymerization liquor adjusted to a pH value of 5 and consisting of 5700 g of water, 44 g of the oxethylation product of 1 mole of stearyl alcohol and 20 moles of ethylene oxide, 115 g of polyvinyl alcohol, the 4% aqueous solution of which had a viscosity of 18 centipoises and a saponification index of 88 mol %, 15 g of water-free sodium acetate and 12.5 g of sodium disulfite was introduced into a 30 liter pressure reaction vessel provided with a temperature regulator and an agitator. The reac... The reactants are BrC=1C=C(C=CC1[N+](=O)[O-])C (3-bromo-4-nitrotoluene), NC1=C(C(=O)O)C=CC=C1 (2-amino-benzoic acid). Yields the product C1(=CC=CC=C1)NC=1C(C(=O)O)=CC=CC1 (N-phenyl-anthranilic acid). As a reaction SMILES: Br[C:2]1[CH:3]=[C:4](C)[CH:5]=[CH:6][C:7]=1[N+]([O-])=O.[NH2:12][C:13]1[CH:21]=[CH:20][CH:19]=[CH:18][C:14]=1[C:15]([OH:17])=[O:16]>>[C:2]1([NH:12][C:13]2[C:14](=[CH:18][CH:19]=[CH:20][CH:21]=2)[C:15]([OH:17])=[O:16])[CH:3]=[CH:4][CH:5]=[CH:6][CH:7]=1. Procedure: As shown in Scheme 7, coupling of 3-bromo-4-nitrotoluene with 2-amino-benzoic acid via an Ullmann reaction yields an N-phenyl-anthranilic acid. After protection of the acid with 2-amino-2-methyl-1-propanol, oxidation affords the corresponding aldehyde. Addition of vinyl magnesium bromide and deprotection provides the N-phenyl-anthranilic acid containing a latent Michael acceptor. ##STR15## The reactants are C(C)(C)(C)C=1C=C2C=NN(C(C2=C(C1)F)=O)C1=C(C=O)C(=CC=N1)C1=CN(C(C(=C1)NC1=NN2C(COCC2)=C1)=O)C (2-(6-tert-Butyl-8-fluoro-1-oxophthalazin-2(1H)-yl)-4-(5-(6,7-dihydro-4H-pyrazolo[5,1-c][1,4]oxazin-2-ylamino)-1-methyl-6-oxo-1,6-dihydropyridin-3-yl)nicotinaldehyde), [BH4-].[Na+] (NaBH4). Solvent: CO (methanol). Reaction conditions: time 1 hour. Yields the product C(C)(C)(C)C=1C=C2C=NN(C(C2=C(C1)F)=O)C1=NC=CC(=C1CO)C1=CN(C(C(=C1)NC1=NN2C(COCC2)=C1)=O)C (6-tert-butyl-2-[4-[5-(6,7-dihydro-4H-pyrazolo[5,1-c][1,4]oxazin-2-ylamino)-1-methyl-6-oxo-3-pyridyl]-3-(hydroxymethyl)-2-pyridyl]-8-fluoro-phthalazin-1-one). Isolated yield 47.1%. As a reaction SMILES: [C:1]([C:5]1[CH:6]=[C:7]2[C:12](=[C:13]([F:15])[CH:14]=1)[C:11](=[O:16])[N:10]([C:17]1[N:24]=[CH:23][CH:22]=[C:21]([C:25]3[CH:30]=[C:29]([NH:31][C:32]4[CH:40]=[C:35]5[CH2:36][O:37][CH2:38][CH2:39][N:34]5[N:33]=4)[C:28](=[O:41])[N:27]([CH3:42])[CH:26]=3)[C:18]=1[CH:19]=[O:20])[N:9]=[CH:8]2)([CH3:4])([CH3:3])[CH3:2].[BH4-].[Na+]>CO>[C:1]([C:5]1[CH:6]=[C:7]2[C:12](=[C:13]([F:15])[CH:14]=1)[C:11](=[O:16])[N:10]([C:17]1[C:18]([CH2:19][OH:20])=[C:21]([C:25]3[CH:30]=[C:29]([NH:31][C:32]4[CH:40]=[C:35]5[CH2:36][O:37][CH2:38][CH2:39][N:34]5[N:33]=4)[C:28](=[O:41])[N:27]([CH3:42])[CH:26]=3)[CH:22]=[CH:23][N:24]=1)[N:9]=[CH:8]2)([CH3:4])([CH3:2])[CH3:3] |f:1.2|. Procedure details: A 50-mL single-neck round-bottomed flask equipped with a magnetic stirrer was charged with 131e (220 mg, 1.0 eq., 0.39 mmol), NaBH4 (73 mg, 5.0 eq., 1.90 mmol), and methanol (10 mL). The mixture was stirred at room temperature for 1 h and quenched with water (5 mL). It was then concentrated under reduced pressure and resulting residue was extracted with dichloromethane (3×10 mL). The combined organic layer was concentrated under reduced pressure and the residue was purified by reverse-phase prep... Starting materials: C(CCC)[Li] (n-butyllithium), C(#C)C1=CC=C(C=C1)[C@@H]1CC[C@H](CC1)CCCCC (1-ethynyl-4-(trans-4-pentylcyclohexyl)benzene), Cl (hydrochloric acid), C=O (formaldehyde). Solvent: CCCCCC (n-hexane), O1CCCC1 (tetrahydrofuran). Conditions: time 1 hour. Yields the product OCC#CC1=CC=C(C=C1)[C@@H]1CC[C@H](CC1)CCCCC (1-(hydroxymethylethynyl)-4-(trans-4-pentylcyclohexyl)benzene). RXN SMILES: C([Li])CCC.[C:6]([C:8]1[CH:13]=[CH:12][C:11]([C@H:14]2[CH2:19][CH2:18][C@H:17]([CH2:20][CH2:21][CH2:22][CH2:23][CH3:24])[CH2:16][CH2:15]2)=[CH:10][CH:9]=1)#[CH:7].[CH2:25]=[O:26].Cl>CCCCCC.O1CCCC1>[OH:26][CH2:25][C:7]#[C:6][C:8]1[CH:13]=[CH:12][C:11]([C@H:14]2[CH2:19][CH2:18][C@H:17]([CH2:20][CH2:21][CH2:22][CH2:23][CH3:24])[CH2:16][CH2:15]2)=[CH:10][CH:9]=1. Procedure details: 6.75 ml (10.80 mmol) of 1.6 molar n-butyllithium solution in n-hexane are added dropwise at 0° C. to 2.48 g of 1-ethynyl-4-(trans-4-pentylcyclohexyl)benzene in 25 ml of tetrahydrofuran. After 1 hour, this solution is saturated with formaldehyde, acidified by means of aqueous hydrochloric acid and partitioned between ether and water, and the organic phase is dried and evaporated. Chromatography on silica gel using n-hexane/dichloromethane (1:2) gives 1.80 g of 1-(hydroxymethylethynyl)-4-(trans-4-...